Dataset: the Open Reaction Database (ORD), a public repository of structured organic reaction records. Task: describe an organic reaction: reactants, conditions, products, and yield The reactants are COC=1C=C(C=CC1O)C#C (3-methoxy-4-hydroxyphenylacetylene), COC1=CC=C(CS)C=C1 (4-methoxybenzyl mercaptan), [Na] (sodium). The product is COC=1C=C(\C=C/C(C2=CC=C(C=C2)OC)SC(C2=CC=C(C=C2)OC)\C=C/C2=CC(=C(C=C2)O)OC)C=CC1O ((Z)-3-methoxy-4-hydroxystyryl-4-methoxybenzylsulfide). As a reaction SMILES: [CH3:1][O:2][C:3]1[CH:4]=[C:5]([C:10]#[CH:11])[CH:6]=[CH:7][C:8]=1[OH:9].[CH3:12][O:13][C:14]1[CH:21]=[CH:20][C:17]([CH2:18][SH:19])=[CH:16][CH:15]=1.[Na]>>[CH3:1][O:2][C:3]1[CH:4]=[C:5]([CH:6]=[CH:7][C:8]=1[OH:9])/[CH:10]=[CH:11]\[CH:18]([S:19][CH:18](/[CH:11]=[CH:10]\[C:5]1[CH:6]=[CH:7][C:8]([OH:9])=[C:3]([O:2][CH3:1])[CH:4]=1)[C:17]1[CH:20]=[CH:21][C:14]([O:13][CH3:12])=[CH:15][CH:16]=1)[C:17]1[CH:20]=[CH:21][C:14]([O:13][CH3:12])=[CH:15][CH:16]=1 |^1:21|. Procedure details: A solution of 3-methoxy-4-hydroxyphenylacetylene (0.02 mol), 4-methoxybenzyl mercaptan (0.02 mol) and metallic sodium (0.02 g atom) is subjected to the General Procedure to form (Z)-3-methoxy-4-hydroxystyryl-4-methoxybenzylsulfide. The title compound is obtained following oxidation of the sulfide, according to the General Procedure. The reactants are ClC=1C=C(C=CC1SCCCOC1=C(C(=C(C=C1)C(CC)=NOC(C)=O)O)CCC)CC(=O)OC (methyl 3-chloro-4-(3-(2-propyl-3-hydroxy-4-(1-acetoxyiminopropyl)phenoxy)propylthio)phenylacetate). Solvent: N1=CC=CC=C1 (pyridine). Yields the product ClC=1C=C(C=CC1SCCCOC=1C=CC=2C(=NOC2C1CCC)CC)CC(=O)OC (methyl 3-chloro-4-(3-(3-ethyl-7-propyl-6-benz-[4,5]-isoxazoloxy)propylthio)phenylacetate). As a reaction SMILES: [Cl:1][C:2]1[CH:3]=[C:4]([CH2:31][C:32]([O:34][CH3:35])=[O:33])[CH:5]=[CH:6][C:7]=1[S:8][CH2:9][CH2:10][CH2:11][O:12][C:13]1[CH:18]=[CH:17][C:16]([C:19](=[N:22][O:23]C(=O)C)[CH2:20][CH3:21])=[C:15](O)[C:14]=1[CH2:28][CH2:29][CH3:30]>N1C=CC=CC=1>[Cl:1][C:2]1[CH:3]=[C:4]([CH2:31][C:32]([O:34][CH3:35])=[O:33])[CH:5]=[CH:6][C:7]=1[S:8][CH2:9][CH2:10][CH2:11][O:12][C:13]1[CH:18]=[CH:17][C:16]2[C:19]([CH2:20][CH3:21])=[N:22][O:23][C:15]=2[C:14]=1[CH2:28][CH2:29][CH3:30]. Reported procedure: A solution of methyl 3-chloro-4-(3-(2-propyl-3-hydroxy-4-(1-acetoxyiminopropyl)phenoxy)propylthio)phenylacetate (Step D; 6.19 grams) in dry pyridine (65 mL) was refluxed for 3 hours. The solvent was removed in vacuo and the residue partitioned between isopropyl acetate and 0.1N HCl. The organic was washed once more with 0.1N HCl. The organic was dried over magnesium sulfate, filtered and evaporated to an oil. The crude product was placed on a slica gel column and eluted with hexane/CH2Cl2 (1:1) ... The reactants are C(C)(=O)C=1C=C2C(N=C(NC2=CC1)CCCC)=O (6-acetyl-2-butyl-4(1H)quinazolinone), [BH4-].[Na+] (sodium borohydride). Run in C(C)O (ethanol), O (water). Conditions: time 1.5 hour. Yields the product C(CCC)C=1NC2=CC=C(C=C2C(N1)=O)C(C)O (2-Butyl-6-(1-hydroxyethyl)-4(1H)-quinazolinone). Isolated yield 100.2%. Reaction SMILES: [C:1]([C:4]1[CH:5]=[C:6]2[C:11](=[CH:12][CH:13]=1)[NH:10][C:9]([CH2:14][CH2:15][CH2:16][CH3:17])=[N:8][C:7]2=[O:18])(=[O:3])[CH3:2].[BH4-].[Na+]>C(O)C.O>[CH2:14]([C:9]1[NH:10][C:11]2[C:6]([C:7](=[O:18])[N:8]=1)=[CH:5][C:4]([CH:1]([OH:3])[CH3:2])=[CH:13][CH:12]=2)[CH2:15][CH2:16][CH3:17] |f:1.2|. Procedure: To a suspension of 0.102 g of 6-acetyl-2-butyl-4(1H)quinazolinone in 10.0 ml of ethanol is added 0.015 g of sodium borohydride. The reaction mixture is stirred for 1.5 hours at room temperature and then diluted with 50 ml of water. The aqueous layer is extracted with 5:1 chloroform-methanol and the combined organics dried over magnesium sulfate, filtered and concentrated in vacuo to yield 0.103 g of the desired product. CI MASS SPEC 247(MH+). Reactants: C1(=CC=CC=C1)C(=O)CC1=CC=CC=C1 (deoxybenzoin), COC(N(C)C)OC (N,N-dimethylformamide dimethyl acetal), NN (hydrazine). Reaction conditions: temperature 120 celsius. Product: C1(=CC=CC=C1)C1=NNC=C1C1=CC=CC=C1 (3,4-diphenyl-lH-pyrazole). Yield: 92.9%. Reaction SMILES: [C:1]1([C:7]([CH2:9][C:10]2[CH:15]=[CH:14][CH:13]=[CH:12][CH:11]=2)=O)[CH:6]=[CH:5][CH:4]=[CH:3][CH:2]=1.COC(OC)[N:19]([CH3:21])C.[NH2:24]N>>[C:1]1([C:7]2[C:9]([C:10]3[CH:15]=[CH:14][CH:13]=[CH:12][CH:11]=3)=[CH:21][NH:19][N:24]=2)[CH:6]=[CH:5][CH:4]=[CH:3][CH:2]=1. Reported procedure: A mixture of deoxybenzoin (50 g, 0.255 mole) and N,N-dimethylformamide dimethyl acetal (37.9 g, 42.5 ml, 0.32 mole) was stirred at 120° C. under an atmosphere of nitrogen. After 30 minutes the heating source was removed and hydrazine (24 g, 24 ml, 0.75 mole) added dropwise to the hot mixture. After completing the addition, the mixture was poured onto water (600 ml) and a solid filtered off and air dried to afford 3,4-diphenyl-lH-pyrazole (52.18 g, 92%) which was used without further purification... Reactants: Cc1ccccc1, O=C(Cl)Cl, C1COCCO1, Cc1ccc(OCC(O)CNC(C)C)cn1. Yields the product Cc1ccc(OCC2CN(C(C)C)C(=O)O2)cn1. RXN SMILES: [CH3:21][c:22]1[cH:23][cH:24][cH:25][cH:26][cH:27]1.[Cl:1][C:2]([Cl:3])=[O:4].[O:28]1[CH2:29][CH2:30][O:31][CH2:32][CH2:33]1.[OH:5][CH:6]([CH2:7][O:8][c:9]1[cH:10][n:11][c:12]([CH3:15])[cH:13][cH:14]1)[CH2:16][NH:17][CH:18]([CH3:19])[CH3:20]>>[C:2]1(=[O:4])[O:5][CH:6]([CH2:7][O:8][c:9]2[cH:10][n:11][c:12]([CH3:15])[cH:13][cH:14]2)[CH2:16][N:17]1[CH:18]([CH3:19])[CH3:20]. Reactants: N#Cc1ccc(-c2ccc(Cl)cc2)[nH]c1=O, O=P(Cl)(Cl)c1ccccc1. Product: N#Cc1ccc(-c2ccc(Cl)cc2)nc1Cl. As a reaction SMILES: [Cl:1][c:2]1[cH:3][cH:4][c:5](-[c:8]2[cH:9][cH:10][c:11]([C:15]#[N:16])[c:12](=[O:14])[nH:13]2)[cH:6][cH:7]1.[c:17]1([P:18]([Cl:19])(=[O:20])[Cl:25])[cH:21][cH:22][cH:23][cH:24][cH:26]1>>[Cl:1][c:2]1[cH:3][cH:4][c:5](-[c:8]2[cH:9][cH:10][c:11]([C:15]#[N:16])[c:12]([Cl:25])[n:13]2)[cH:6][cH:7]1. Starting materials: CC(C)CN, O=C(O)Cl, ClCCl, O=[N+]([O-])c1ccc(O)cc1, COc1cc(N)ccc1C(=O)N1CCN(Cc2cccc(C(=O)NC(C)(C)C)c2)CC1, O. Yields the product COc1cc(NC(=O)NCC(C)C)ccc1C(=O)N1CCN(Cc2cccc(C(=O)NC(C)(C)C)c2)CC1. Reaction SMILES: [CH2:46]([CH:47]([CH3:48])[CH3:49])[NH2:50].[Cl:32][C:33](=[O:34])[OH:35].[Cl:51][CH2:52][Cl:53].[N+:36]([c:37]1[cH:38][cH:39][c:40]([OH:41])[cH:42][cH:43]1)([O-:44])=[O:45].[NH2:1][c:2]1[cH:3][c:4]([O:30][CH3:31])[c:5]([C:6](=[O:7])[N:8]2[CH2:9][CH2:10][N:11]([CH2:14][c:15]3[cH:16][c:17]([C:18](=[O:19])[NH:20][C:21]([CH3:22])([CH3:23])[CH3:24])[cH:25][cH:26][cH:27]3)[CH2:12][CH2:13]2)[cH:28][cH:29]1.[OH2:54]>>[NH:1]([c:2]1[cH:3][c:4]([O:30][CH3:31])[c:5]([C:6](=[O:7])[N:8]2[CH2:9][CH2:10][N:11]([CH2:14][c:15]3[cH:16][c:17]([C:18](=[O:19])[NH:20][C:21]([CH3:22])([CH3:23])[CH3:24])[cH:25][cH:26][cH:27]3)[CH2:12][CH2:13]2)[cH:28][cH:29]1)[C:33](=[O:35])[NH:50][CH2:46][CH:47]([CH3:48])[CH3:49].